Dataset: the Open Reaction Database (ORD), a public repository of structured organic reaction records. Task: describe an organic reaction: reactants, conditions, products, and yield Starting materials: COC(=O)CCCCCCCBr, O=C([O-])[O-], CCC(C)=O, [K+], [K+], CCOC(=O)c1ccc([Se]c2cc3c(cc2O)C(C)(C)CCC3(C)C)nc1. Yields the product CCOC(=O)c1ccc([Se]c2cc3c(cc2OCCCCCCCC(=O)OC)C(C)(C)CCC3(C)C)nc1. RXN SMILES: [Br:28][CH2:29][CH2:30][CH2:31][CH2:32][CH2:33][CH2:34][CH2:35][C:36](=[O:37])[O:38][CH3:39].[C:40](=[O:41])([O-:42])[O-:43].[CH2:46]([C:47]([CH3:48])=[O:49])[CH3:50].[K+:44].[K+:45].[OH:1][c:2]1[c:3]([Se:16][c:17]2[n:18][cH:19][c:20]([C:21](=[O:22])[O:23][CH2:24][CH3:25])[cH:26][cH:27]2)[cH:4][c:5]2[c:10]([cH:11]1)[C:9]([CH3:12])([CH3:13])[CH2:8][CH2:7][C:6]2([CH3:14])[CH3:15]>>[O:1]([c:2]1[c:3]([Se:16][c:17]2[n:18][cH:19][c:20]([C:21](=[O:22])[O:23][CH2:24][CH3:25])[cH:26][cH:27]2)[cH:4][c:5]2[c:10]([cH:11]1)[C:9]([CH3:12])([CH3:13])[CH2:8][CH2:7][C:6]2([CH3:14])[CH3:15])[CH2:29][CH2:30][CH2:31][CH2:32][CH2:33][CH2:34][CH2:35][C:36](=[O:37])[O:38][CH3:39].